This data is from the Open Reaction Database (ORD), a public repository of structured organic reaction records. The task is: describe an organic reaction: reactants, conditions, products, and yield The reactants are [OH-].OCC[N+](C)(C)C (choline hydroxide), ClC1=C(C=C2C(=C(C(NC2=C1)=O)C1=CC(=NO1)C)O)C1=CC=C(C=C1)N(C)C (7-chloro-6-(4-(dimethylamino)phenyl)-4-hydroxy-3-(3-methylisoxazol-5-yl) quinolin-2(1H)-one), O (water). The solvent is CO (methanol). Reaction conditions: time 8 hour. Yields the product OCC[N+](C)(C)C.ClC1=C(C=C2C(=C(C(NC2=C1)=O)C1=CC(=NO1)C)[O-])C1=CC=C(C=C1)N(C)C (7-chloro-6-(4-(dimethylamino)phenyl)-3-(3-methylisoxazol-5-yl)-2-oxo-1,2-dihydroquinolin-4-olate, N-2-hydroxyethyl-N,N-dimethylmethanaminium salt). Yield: 63.5%. As a reaction SMILES: [Cl:1][C:2]1[CH:11]=[C:10]2[C:5]([C:6]([OH:19])=[C:7]([C:13]3[O:17][N:16]=[C:15]([CH3:18])[CH:14]=3)[C:8](=[O:12])[NH:9]2)=[CH:4][C:3]=1[C:20]1[CH:25]=[CH:24][C:23]([N:26]([CH3:28])[CH3:27])=[CH:22][CH:21]=1.[OH-].[OH:30][CH2:31][CH2:32][N+:33]([CH3:36])([CH3:35])[CH3:34].O>CO>[OH:30][CH2:31][CH2:32][N+:33]([CH3:36])([CH3:35])[CH3:34].[Cl:1][C:2]1[CH:11]=[C:10]2[C:5]([C:6]([O-:19])=[C:7]([C:13]3[O:17][N:16]=[C:15]([CH3:18])[CH:14]=3)[C:8](=[O:12])[NH:9]2)=[CH:4][C:3]=1[C:20]1[CH:25]=[CH:24][C:23]([N:26]([CH3:27])[CH3:28])=[CH:22][CH:21]=1 |f:1.2,5.6|. Procedure: To a suspension of 7-chloro-6-(4-(dimethylamino)phenyl)-4-hydroxy-3-(3-methylisoxazol-5-yl) quinolin-2(1H)-one (Example 42) (1.5 g, 3.79 mmol) in methanol (8 mL) was added choline hydroxide 46% wt in water (1.997 g, 7.58 mmol). The reaction mixture was stirred at room temperature overnight. The reaction mixture was filtered, washed with methanol and dried. The resulting solid was recrystallized with acetonitrile to give the title compound 7-chloro-6-(4-(dimethylamino)phenyl)-3-(3-methylisoxazol-... Starting materials: BrC1=CC=C(N)C=C1 (4-bromoaniline), IC1=CC=CC=C1 (iodobenzene), [OH-].[K+] (potassium hydroxide), cuprous chloride, N1=CC=CC2=CC=C3C=CC=NC3=C12 (phenanthroline). Run at temperature 180 celsius, time 12 hour. The product is C1(=CC=CC=C1)N(C1=CC=CC=C1)C1=CC=C(C=C1)Br (diphenylamino 4-bromobenzene). The yield is 161.9%. Reaction SMILES: [Br:1][C:2]1[CH:8]=[CH:7][C:5]([NH2:6])=[CH:4][CH:3]=1.I[C:10]1[CH:15]=[CH:14][CH:13]=[CH:12][CH:11]=1.[OH-].[K+].N1[C:31]2[C:22](=[CH:23][CH:24]=[C:25]3[C:30]=2N=CC=C3)C=CC=1>>[C:10]1([N:6]([C:5]2[CH:7]=[CH:8][C:2]([Br:1])=[CH:3][CH:4]=2)[C:22]2[CH:31]=[CH:30][CH:25]=[CH:24][CH:23]=2)[CH:15]=[CH:14][CH:13]=[CH:12][CH:11]=1 |f:2.3|. Procedure: To a 500 ml flask, 17.2 g (0.1 mol) of 4-bromoaniline, 50 g (0.24 mol) of iodobenzene, 32 g (0.8 mol) of potassium hydroxide, 0.04 g (0.04 mol, 0.4 eq.) of cuprous chloride and 0.08 g (0.04 mol, 0.4 eq.) of phenanthroline were introduced and stirred for 12 hours at 180° C. under nitrogen atmosphere. The reaction mixture was cooled to room temperature and the insoluble solid salt was filtered off. The filtrate was extracted with toluene and distilled water two times and then the organic layer was... The reactants are CCOC(=O)C1CC(O)CN1C(=O)OCc1ccccc1, ClC(Cl)Cl, ClCCl, Cc1ccc(S(=O)(=O)Cl)cc1, c1ccncc1. The product is CCOC(=O)C1CC(OS(=O)(=O)c2ccc(C)cc2)CN1C(=O)OCc1ccccc1. As a reaction SMILES: [CH2:1]([CH3:2])[O:3][C:4]([CH:5]1[N:6]([C:11](=[O:12])[O:13][CH2:14][c:15]2[cH:16][cH:17][cH:18][cH:19][cH:20]2)[CH2:7][CH:8]([OH:10])[CH2:9]1)=[O:21].[Cl:33][CH:34]([Cl:35])[Cl:36].[Cl:37][CH2:38][Cl:39].[c:22]1([CH3:32])[cH:23][cH:24][c:25]([S:28](=[O:29])(=[O:30])[Cl:31])[cH:26][cH:27]1.[cH:40]1[cH:41][cH:42][n:43][cH:44][cH:45]1>>[CH2:1]([CH3:2])[O:3][C:4]([CH:5]1[N:6]([C:11](=[O:12])[O:13][CH2:14][c:15]2[cH:16][cH:17][cH:18][cH:19][cH:20]2)[CH2:7][CH:8]([O:10][S:28]([c:25]2[cH:24][cH:23][c:22]([CH3:32])[cH:27][cH:26]2)(=[O:29])=[O:30])[CH2:9]1)=[O:21]. The reactants are O1C(COC2=CC=C(C=C2)C=2CCC(NN2)=O)C1 (6-[4-(2,3-epoxypropoxy)phenyl]-4,5dihydro-3(2H)-pyridazinone), C(C)(C)N (isopropylamine). The solvent is CO (methanol). Product: OC(COC1=CC=C(C=C1)C=1CCC(NN1)=O)CNC(C)C (6-[4-(2-hydroxy-3-isopropylaminopropoxy)phenyl]-4,5-dihydro-3(2H)-pyridazinone). Isolated yield 99.9%. RXN SMILES: [O:1]1[CH2:18][CH:2]1[CH2:3][O:4][C:5]1[CH:10]=[CH:9][C:8]([C:11]2[CH2:12][CH2:13][C:14](=[O:17])[NH:15][N:16]=2)=[CH:7][CH:6]=1.[CH:19]([NH2:22])([CH3:21])[CH3:20]>CO>[OH:1][CH:2]([CH2:18][NH:22][CH:19]([CH3:21])[CH3:20])[CH2:3][O:4][C:5]1[CH:10]=[CH:9][C:8]([C:11]2[CH2:12][CH2:13][C:14](=[O:17])[NH:15][N:16]=2)=[CH:7][CH:6]=1. Procedure details: A mixture of the 6-[4-(2,3-epoxypropoxy)phenyl]-4,5dihydro-3(2H)-pyridazinone (38.37 g, 0.156 mole), isopropylamine (80 ml, 0.94 mole), and methanol (380 ml) was stirred under reflux for one hour, and then evaporated under reduced pressure to give 6-[4-(2-hydroxy-3-isopropylaminopropoxy)phenyl]-4,5-dihydro-3(2H)-pyridazinone (47.59 g, 100%), m.p. 108°-113° C. The hydrochloride, crystallised from a mixture of 2-propanol, ethanol and ether, had m.p. 195°-200° C. The reactants are NCCC1=CC=C(C=C1)C1=CC=C(C=C1)O (4-[2-aminoethyl]-4'-hydroxy-biphenyl), [OH-].[Na+] (sodium hydroxide), acid chloride, [OH-].[Na+] (sodium hydroxide), COC1=C(C(=O)Cl)C=CC=C1 (2-methoxybenzoyl chloride), Cl (hydrochloric acid). The solvent is O.O1CCOCC1 (water dioxane), mixture, O1CCOCC1 (dioxane). Reaction conditions: time 2 hour. Yields the product COC1=C(C(=O)NCCC2=CC=C(C=C2)C2=CC=C(C=C2)O)C=CC=C1 (4-[2-(2-Methoxy-benzamido)-ethyl]-4'-hydroxy-biphenyl). RXN SMILES: [NH2:1][CH2:2][CH2:3][C:4]1[CH:9]=[CH:8][C:7]([C:10]2[CH:15]=[CH:14][C:13]([OH:16])=[CH:12][CH:11]=2)=[CH:6][CH:5]=1.[OH-].[Na+].[CH3:19][O:20][C:21]1[CH:29]=[CH:28][CH:27]=[CH:26][C:22]=1[C:23](Cl)=[O:24].Cl>O1CCOCC1.O.O1CCOCC1>[CH3:19][O:20][C:21]1[CH:29]=[CH:28][CH:27]=[CH:26][C:22]=1[C:23]([NH:1][CH2:2][CH2:3][C:4]1[CH:9]=[CH:8][C:7]([C:10]2[CH:15]=[CH:14][C:13]([OH:16])=[CH:12][CH:11]=2)=[CH:6][CH:5]=1)=[O:24] |f:1.2,6.7|. Procedure: A solution of 9 gm (42 millimols) of 4-[2-aminoethyl]-4'-hydroxy-biphenyl in a solution of 1.72 gm (43 millimols) of sodium hydroxide in 100 ml of a mixture of water/dioxane (1:1) was acylated at 0° C with a solution of 13 gm (76 millimols) of 2-methoxybenzoyl chloride in 50 ml of dioxane, while maintaining the pH at 10 by periodic addition of sodium hydroxide. After all of the acid chloride had been added, the mixture was stirred at room temperature for 2 hours, and then the pH of the resulting... The product is C(C)OC(=O)C=1C=2CCC(OC2C2=C(N(C(=N2)C)C)C1)C1=CC=CC=C1 (2,3-Dimethyl-8-phenyl-3,6,7,8-tetrahydro-chromeno[7,8-d]imidazole-5-carboxylic Acid Ethyl Ester). The yield is 85.1%. Reactants: P(O)(O)(O)=O (Phosphoric acid), C(C)OC(=O)C1=CC2=C(N=C(N2C)C)C(=C1CCC(C1=CC=CC=C1)O)O (7-hydroxy-6-(3-hydroxy-3-phenyl-propyl)-2,3-di-methyl-3H-benzoimidazole-5-carboxylic acid ethyl ester), ice water, [OH-].[Na+] (sodium hydroxide). Procedure details: 42 ml Phosphoric acid (85%) and 4.2 g (11.4 mmol) 7-hydroxy-6-(3-hydroxy-3-phenyl-propyl)-2,3-di-methyl-3H-benzoimidazole-5-carboxylic acid ethyl ester were heated at 80° C. for 2 h. After cooling to room temperature the reaction mixture was poured into ice-water and neutralized with 10 N sodium hydroxide solution. The precipitate was filtered off and dried in vacuo at 40° C. to afford 3.4 g (86%) of the title compound as a white solid. m. p. 172°-173° C. Reaction SMILES: P(=O)(O)(O)O.[CH2:6]([O:8][C:9]([C:11]1[C:21]([CH2:22][CH2:23][CH:24](O)[C:25]2[CH:30]=[CH:29][CH:28]=[CH:27][CH:26]=2)=[C:20]([OH:32])[C:14]2[N:15]=[C:16]([CH3:19])[N:17]([CH3:18])[C:13]=2[CH:12]=1)=[O:10])[CH3:7].[OH-].[Na+]>>[CH2:6]([O:8][C:9]([C:11]1[C:21]2[CH2:22][CH2:23][CH:24]([C:25]3[CH:26]=[CH:27][CH:28]=[CH:29][CH:30]=3)[O:32][C:20]=2[C:14]2[N:15]=[C:16]([CH3:19])[N:17]([CH3:18])[C:13]=2[CH:12]=1)=[O:10])[CH3:7] |f:2.3|. Starting materials: [Li].C1C=C(C2=CC=CC=C12)N1CC2=CC=CC=C2C1 (2,3-Dihydro-2-(1H-inden-3-yl)-1H-isoindole lithium salt), CC(C)(C)N[Si](C)(C)Cl (N-(tert-butyl)-N-(1-chloro-1,1-dimethylsilyl)amine). The solvent is C1CCOC1 (THF), C1CCOC1 (THF). The product is C1N(CC2=CC=CC=C12)C1=CC(C2=CC=CC=C12)[Si](NC(C)(C)C)(C)C ([3-(1,3-dihydro-2H-isoindol-2-yl)-1H-inden-1-yl]-N-(1,1-dimethylethyl)dimethyl-silanamine). Isolated yield 99.0%. Reaction SMILES: [Li].[CH2:2]1[C:10]2[C:5](=[CH:6][CH:7]=[CH:8][CH:9]=2)[C:4]([N:11]2[CH2:19][C:18]3[C:13](=[CH:14][CH:15]=[CH:16][CH:17]=3)[CH2:12]2)=[CH:3]1.[CH3:20][C:21]([NH:24][Si:25](Cl)([CH3:27])[CH3:26])([CH3:23])[CH3:22]>C1COCC1>[CH2:19]1[C:18]2[C:13](=[CH:14][CH:15]=[CH:16][CH:17]=2)[CH2:12][N:11]1[C:4]1[C:5]2[C:10](=[CH:9][CH:8]=[CH:7][CH:6]=2)[CH:2]([Si:25]([CH3:27])([CH3:26])[NH:24][C:21]([CH3:23])([CH3:22])[CH3:20])[CH:3]=1 |f:0.1,^1:0|. Reported procedure: 2,3-Dihydro-2-(1H-inden-3-yl)-1H-isoindole lithium salt (1.64 g, 6.86 mmol) was dissolved in 10 mL of THF and this solution was added dropwise to N-(tert-butyl)-N-(1-chloro-1,1-dimethylsilyl)amine reagent (1.47 g, 8.91 mmol, 1.3 eq) in 40 mL of THF. The reaction was allowed to stir for several hours, and THF and excess electrophile were removed under reduced pressure. The crude oil was extracted into hexane and filtered through a medium porosity frit. Solvent was removed under reduced pressure t...